describe an organic reaction: reactants, conditions, products, and yield From a dataset of the Open Reaction Database (ORD), a public repository of structured organic reaction records. Reactants: BrC(Br)(Br)Br, O=c1[nH]c(=O)n(C2OC(CO)C(O)C2F)cc1C=CBr, c1ccc(P(c2ccccc2)c2ccccc2)cc1, c1ccncc1. Yields the product O=c1[nH]c(=O)n(C2OC(CBr)C(O)C2F)cc1C=CBr. Reaction SMILES: [Br:40][C:41]([Br:42])([Br:43])[Br:44].[F:1][CH:2]1[CH:3]([n:10]2[c:11](=[O:12])[nH:13][c:14](=[O:15])[c:16]([CH:18]=[CH:19][Br:20])[cH:17]2)[O:4][CH:5]([CH2:8][OH:9])[CH:6]1[OH:7].[c:21]1([P:22]([c:23]2[cH:24][cH:25][cH:26][cH:27][cH:28]2)[c:29]2[cH:30][cH:31][cH:32][cH:33][cH:34]2)[cH:35][cH:36][cH:37][cH:38][cH:39]1.[cH:45]1[cH:46][cH:47][n:48][cH:49][cH:50]1>>[F:1][CH:2]1[CH:3]([n:10]2[c:11](=[O:12])[nH:13][c:14](=[O:15])[c:16]([CH:18]=[CH:19][Br:20])[cH:17]2)[O:4][CH:5]([CH2:8][Br:40])[CH:6]1[OH:7]. Reactants: CS(=O)(=O)N1CC2C3=CC=C(C=C3C(C1)C2)[N+](=O)[O-] (10-methanesulfonyl-4-nitro-10-aza-tricyclo[6.3.1.0*2,7*]dodeca-2,4,6-triene), [H][H] (hydrogen). The reagents and catalysts are [Pd] (Pd/C). The solvent is CCO (EtOH), C(Cl)Cl (methylene chloride). Yields the product CS(=O)(=O)N1CC2C3=CC=C(C=C3C(C1)C2)N (10-methanesulfonyl-10-aza-tricyclo[6.3.1.0*2,7*]dodeca-2,4,6-trien-4-ylamine). Isolated yield 103.7%. Reaction SMILES: [CH3:1][S:2]([N:5]1[CH2:15][CH:14]2[CH2:16][CH:7]([C:8]3[C:13]2=[CH:12][C:11]([N+:17]([O-])=O)=[CH:10][CH:9]=3)[CH2:6]1)(=[O:4])=[O:3].[H][H]>CCO.C(Cl)Cl.[Pd]>[CH3:1][S:2]([N:5]1[CH2:15][CH:14]2[CH2:16][CH:7]([C:8]3[C:13]2=[CH:12][C:11]([NH2:17])=[CH:10][CH:9]=3)[CH2:6]1)(=[O:4])=[O:3]. Procedure details: 10-methanesulfonyl-4-nitro-10-aza-tricyclo[6.3.1.0*2,7*]dodeca-2,4,6-triene (170 mg, 0.60 mmol) in 8 ml EtOH and 2 ml methylene chloride in a Parr bottle was treated with 50 mg 10% Pd/C and subjected to hydrogen (g) at 40 psi for 2 h. The suspension was filtered and the solvent removed under reduced pressure to yield 10-methanesulfonyl-10-aza-tricyclo[6.3.1.0*2,7*]dodeca-2,4,6-trien-4-ylamine (157 mg, 99%). 1H-NMR (CDCl3) δ 7.03, (d, J=7.8 Hz, 1H), 6.64 (s, 1H), 6.52 (dd, J=7.8, 2.3 Hz, 1H), 3.7... Starting materials: COC1=CC=C(C=C1)S(=O)[O-].[Na+] (Sodium 4-methoxy-benzenesulfinate), BrC1=C(C=2C3=C(N(C2C=C1)C)CC1CCC3N1)C(=O)OC(C)(C)C (tert-butyl 2-bromo-5-methyl-5,6,7,8,9,10-hexahydro-7,10-epiminocyclohepta[b]indole-carboxylate). The product is COC1=CC=C(C=C1)S(=O)(=O)C1=C(C=2C3=C(N(C2C=C1)C)CC1CCC3N1)C(=O)OC(C)(C)C (tert-butyl 2-(4-methoxyphenyl)sulfonyl-5-methyl-5,6,7,8,9,10-hexahydro-7,10-epiminocyclohepta[b]indole-carboxylate). Isolated yield 34.0%. As a reaction SMILES: [CH3:1][O:2][C:3]1[CH:8]=[CH:7][C:6]([S:9]([O-:11])=[O:10])=[CH:5][CH:4]=1.[Na+].Br[C:14]1[CH:22]=[CH:21][C:20]2[N:19]([CH3:23])[C:18]3[CH2:24][CH:25]4[NH:29][CH:28]([C:17]=3[C:16]=2[C:15]=1[C:30]([O:32][C:33]([CH3:36])([CH3:35])[CH3:34])=[O:31])[CH2:27][CH2:26]4>>[CH3:1][O:2][C:3]1[CH:4]=[CH:5][C:6]([S:9]([C:14]2[CH:22]=[CH:21][C:20]3[N:19]([CH3:23])[C:18]4[CH2:24][CH:25]5[NH:29][CH:28]([C:17]=4[C:16]=3[C:15]=2[C:30]([O:32][C:33]([CH3:36])([CH3:35])[CH3:34])=[O:31])[CH2:27][CH2:26]5)(=[O:11])=[O:10])=[CH:7][CH:8]=1 |f:0.1|. Procedure details: Intermediate 14 was coupled with the product of Example 27, step B following the procedure of Example 27, step C. The crude product was purified by flash column chromatography (8:2 hexanes/ethyl acetate) to give tert-butyl 2-(4-methoxyphenyl)sulfonyl-5-methyl-5,6,7,8,9,10-hexahydro-7,10-epiminocyclohepta[b]indole-carboxylate (106 mg, 34%) as a light-yellow solid: 1H NMR (CDCl3, 300 MHz) δ 8.17 (s, 1H), 7.88 (d, J=8.7 Hz, 2H), 7.60-7.71 (m, 1H), 7.27-7.32 (m, 1H), 6.92 (d, J=9.0 Hz, 2H), 5.26 (br... Starting materials: C(C)(C)C1=CC(NC(=N1)C1=C(C=CC(=C1)S(=O)(=O)N1CCN(CC1)C)OCCC)=O (6-Isopropyl-2-[2-n-propoxy-5-(4-methyl-piperazin-1-yl-sulfonyl)phenyl]pyrimid-4(3H)-one), ClCl (chlorine). Product: ClC=1C(NC(=NC1C(C)C)C1=C(C=CC(=C1)S(=O)(=O)N1CCN(CC1)C)OCCC)=O (5-Chloro-6-isopropyl-2-[2-n-propoxy-5-(4-methyl-1-piperazinylsulfonyl)phenyl]pyrimid-4(3H)-one). Reaction SMILES: [CH:1]([C:4]1[N:9]=[C:8]([C:10]2[CH:15]=[C:14]([S:16]([N:19]3[CH2:24][CH2:23][N:22]([CH3:25])[CH2:21][CH2:20]3)(=[O:18])=[O:17])[CH:13]=[CH:12][C:11]=2[O:26][CH2:27][CH2:28][CH3:29])[NH:7][C:6](=[O:30])[CH:5]=1)([CH3:3])[CH3:2].[Cl:31]Cl>>[Cl:31][C:5]1[C:6](=[O:30])[NH:7][C:8]([C:10]2[CH:15]=[C:14]([S:16]([N:19]3[CH2:24][CH2:23][N:22]([CH3:25])[CH2:21][CH2:20]3)(=[O:18])=[O:17])[CH:13]=[CH:12][C:11]=2[O:26][CH2:27][CH2:28][CH3:29])=[N:9][C:4]=1[CH:1]([CH3:3])[CH3:2]. Procedure: The compound of example 221 was prepared by reacting the compound of example 1 with chlorine gas in the same manner as that of example 207. 1H NMR (CDCl3) 8.86 (1H, d), 7.88 (1H, dd), 7.16 (1H, d), 4.27 (2H, t), 3.49 (1H, m), 3.09 (4H, t), 2.50 (4H, t), 2.27 (3H, s), 2.03 (2H, m), 1.26 (6H, d), 1.16 (3H, t). Yields the product COCC(C)(CN=[N+]=[N-])CN=[N+]=[N-] (2,2-Bis-(azidomethyl)-propyl methyl ether). Reported procedure: 7.3 g (43 mmol) of compound 1 were dissolved in 50 ml of dioxane, and 7.2 g of potassium tert.-butylate were added. 6.71 g (47 mmol) of methyl iodide, dissolved in 20 ml of dioxane, were added dropwise to the mixture. After stirring at room temperature for 3 hours, the reaction batch was concentrated in vacuo. The resultant syrup was purified by chromatography over 70 g of silica gel (eluent: hexane/diisopropyl ether 5:1). Reaction conditions: time 3 hour. As a reaction SMILES: [N:1]([CH2:4][C:5]([CH2:9][N:10]=[N+:11]=[N-:12])([CH3:8])[CH2:6][OH:7])=[N+:2]=[N-:3].[CH3:13]I>O1CCOCC1>[CH3:13][O:7][CH2:6][C:5]([CH2:4][N:1]=[N+:2]=[N-:3])([CH2:9][N:10]=[N+:11]=[N-:12])[CH3:8]. The reactants are potassium tert.-butylate, N(=[N+]=[N-])CC(CO)(C)CN=[N+]=[N-] (2,2-Bis-(azidomethyl)-propan-1-ol), CI (methyl iodide). The solvent is O1CCOCC1 (dioxane), O1CCOCC1 (dioxane). The reactants are N1N=CC2=C1C=CS2 (1H-thieno[3,2-c]pyrazole), [OH-].[K+] (potassium hydroxide), II (iodine). Run in CN(C)C=O (DMF). Run at time 3 hour. Yields the product IC=1C2=C(NN1)C=CS2 (3-iodo-1H-thieno[3,2-c]pyrazole). The yield is 99.4%. Reaction SMILES: [NH:1]1[C:5]2[CH:6]=[CH:7][S:8][C:4]=2[CH:3]=[N:2]1.[OH-].[K+].[I:11]I>CN(C=O)C>[I:11][C:3]1[C:4]2[S:8][CH:7]=[CH:6][C:5]=2[NH:1][N:2]=1 |f:1.2|. Procedure details: To a solution of 1H-thieno[3,2-c]pyrazole (1.0 g, 8.05 mmol) in DMF (65 ml) at room temperature was added potassium hydroxide (1.36 g, 24.2 mmol) and iodine (3.07 g, 12.1 mmol). The maroon reaction mixture was stirred at room temperature for 3 h then quenched with 10% aqueous Na2S2O3 and diluted with water. The mixture was extracted with EtOAc (2×). The combined organics were washed with water, sat LiCl, and sat NaCl, then dried over MgSO4 and concentrated to afford 2.0 g (99%) of 3-iodo-1H-thie...